This data is from the Open Reaction Database (ORD), a public repository of structured organic reaction records. The task is: describe an organic reaction: reactants, conditions, products, and yield Starting materials: COC1=NC(=NC(=C1)OC)CC(C)=O (1-(4,6-dimethoxypyrimidine-2-yl)-2-propanone), Cl.C(C)C1=C(C=CC=C1)NN (2-ethylphenylhydrazine hydrochloride). The reagents and catalysts are [Cl-].[Zn+2].[Cl-] (zinc chloride). The solvent is C1(=CC=CC=C1)C (toluene). Product: COC1=NC(=NC(=C1)OC)C1=C(NC2=C(C=CC=C12)CC)C (3-(4,6-dimethoxypyrimidine-2-yl)-2-methyl-7-ethylindole). Isolated yield 81.3%. As a reaction SMILES: [CH3:1][O:2][C:3]1[CH:8]=[C:7]([O:9][CH3:10])[N:6]=[C:5]([CH2:11][C:12](=O)[CH3:13])[N:4]=1.Cl.[CH2:16]([C:18]1[CH:23]=[CH:22][CH:21]=[CH:20][C:19]=1[NH:24]N)[CH3:17]>[Cl-].[Zn+2].[Cl-].C1(C)C=CC=CC=1>[CH3:1][O:2][C:3]1[CH:8]=[C:7]([O:9][CH3:10])[N:6]=[C:5]([C:11]2[C:20]3[C:19](=[C:18]([CH2:16][CH3:17])[CH:23]=[CH:22][CH:21]=3)[NH:24][C:12]=2[CH3:13])[N:4]=1 |f:1.2,3.4.5|. Procedure details: Into a reactor were fed 2.4 g (12.2 m moles) of 1-(4,6-dimethoxypyrimidine-2-yl)-2-propanone, 1.7 g (9.98 m moles) of 2-ethylphenylhydrazine hydrochloride, 1.4 g (10.2 m moles) of zinc chloride and 10 ml of toluene, followed by refluxing for 2 hours with heating. After the completion of the reaction, the reaction mixture was cooled to room temperature. Thereto were added water and ethyl acetate and phase separation was made. The ethyl acetate layer was concentrated. The concentrate was subjected... Reactants: CN(C([C@@H](CC1=CC2=CC=CC=C2C=C1)NC)=O)CCC1=CC=CC=C1 ((2R)-2-(methylamino)-3-(2-naphthyl)propionic acid N-methyl-N-phenethylamide), C(C)N(C(C)C)C(C)C (ethyldiisopropylamine), C(C)(C)(C)OC(=O)N(C)C(C/C=C/C(=O)O)(C)C ((2E)-5-(N-(tert-Butoxycarbonyl)-N-methylamino)-5-methylhex-2-enoic acid), ON1N=NC2=C1N=CC=C2 (1-Hydroxy-7-azabenzotriazole), Cl.CN(CCCN=C=NCC)C (N-(3-Dimethylaminopropyl)-N'-ethylcarbodiimide hydrochloride). The solvent is ClCCl (dichloromethane), C(C)(=O)OCC (ethyl acetate), CN(C=O)C (N,N-dimethylformamide), ClCCl (dichloromethane). Reaction conditions: temperature 0 celsius, time 15 minute. Product: C(C)(C)(C)OC(N(C(C\C=C\C(N([C@H](CC1=CC2=CC=CC=C2C=C1)C(N(CCC1=CC=CC=C1)C)=O)C)=O)(C)C)C)=O (N-methyl-N-((3E)-4-(N-methyl-N-((1R)-1-(N-methyl-N-phenethylcarbamoyl)-2-(2-naphthyl)ethyl)carbamoyl)-1,1-dimethylbut-3-enyl)carbamic acid tert-butyl ester). Isolated yield 72.6%. RXN SMILES: [C:1]([O:5][C:6]([N:8]([C:10]([CH3:18])([CH3:17])[CH2:11]/[CH:12]=[CH:13]/[C:14]([OH:16])=O)[CH3:9])=[O:7])([CH3:4])([CH3:3])[CH3:2].ON1C2N=CC=CC=2N=N1.Cl.CN(C)CCCN=C=NCC.[CH3:41][N:42]([CH2:59][CH2:60][C:61]1[CH:66]=[CH:65][CH:64]=[CH:63][CH:62]=1)[C:43](=[O:58])[C@H:44]([NH:56][CH3:57])[CH2:45][C:46]1[CH:55]=[CH:54][C:53]2[C:48](=[CH:49][CH:50]=[CH:51][CH:52]=2)[CH:47]=1.C(N(C(C)C)C(C)C)C>CN(C)C=O.ClCCl.C(OCC)(=O)C>[C:1]([O:5][C:6](=[O:7])[N:8]([CH3:9])[C:10]([CH3:18])([CH3:17])[CH2:11]/[CH:12]=[CH:13]/[C:14](=[O:16])[N:56]([CH3:57])[C@@H:44]([C:43](=[O:58])[N:42]([CH3:41])[CH2:59][CH2:60][C:61]1[CH:66]=[CH:65][CH:64]=[CH:63][CH:62]=1)[CH2:45][C:46]1[CH:55]=[CH:54][C:53]2[C:48](=[CH:49][CH:50]=[CH:51][CH:52]=2)[CH:47]=1)([CH3:2])([CH3:3])[CH3:4] |f:2.3|. Procedure details: (2E)-5-(N-(tert-Butoxycarbonyl)-N-methylamino)-5-methylhex-2-enoic acid (122 mg, 0.48 mmol) was dissolved in N,N-dimethylformamide (2 ml) and dichloromethane (2 ml). 1-Hydroxy-7-azabenzotriazole (65 mg, 0.48 mmol) was added. The solution was cooled to 0° C. N-(3-Dimethylaminopropyl)-N'-ethylcarbodiimide hydrochloride (92 mg, 0.48 mmol) was added. The reaction mixture was stirred for 15 min at 0° C. A solution of (2R)-2-(methylamino)-3-(2-naphthyl)propionic acid N-methyl-N-phenethylamide (165 mg,... Reactants: C[C@H]1[C@@H](O[C@@H]([C@H]1O)CO)N1C(=S)NC(=O)C=C1 (2′-deoxy-2′-methylthiouridine), COC1=CC=C(C(C2=CC=C(C=C2)OC)(C2=CC=CC=C2)Cl)C=C1 (4,4′-dimethoxytritylchloride). Reagents/catalysts: CN(C1=CC=NC=C1)C (4-dimethylaminopyridine). Run in N1=CC=CC=C1 (pyridine). Reaction conditions: time 12 hour. The product is COC1=CC=C(C(C2=CC=C(C=C2)OC)(C2=CC=CC=C2)OC[C@@H]2[C@H]([C@H]([C@@H](O2)N2C(=S)NC(=O)C=C2)C)O)C=C1 (2′-Deoxy-5′-O-(4,4′-dimethoxytrityl)-2′-methylthiouridine). As a reaction SMILES: [CH3:1][C@@H:2]1[C@H:6]([OH:7])[C@@H:5]([CH2:8][OH:9])[O:4][C@H:3]1[N:10]1[CH:17]=[CH:16][C:14](=[O:15])[NH:13][C:11]1=[S:12].[CH3:18][O:19][C:20]1[CH:41]=[CH:40][C:23]([C:24](Cl)([C:33]2[CH:38]=[CH:37][CH:36]=[CH:35][CH:34]=2)[C:25]2[CH:30]=[CH:29][C:28]([O:31][CH3:32])=[CH:27][CH:26]=2)=[CH:22][CH:21]=1>N1C=CC=CC=1.CN(C)C1C=CN=CC=1>[CH3:32][O:31][C:28]1[CH:27]=[CH:26][C:25]([C:24]([O:9][CH2:8][C@H:5]2[O:4][C@@H:3]([N:10]3[CH:17]=[CH:16][C:14](=[O:15])[NH:13][C:11]3=[S:12])[C@H:2]([CH3:1])[C@@H:6]2[OH:7])([C:33]2[CH:34]=[CH:35][CH:36]=[CH:37][CH:38]=2)[C:23]2[CH:40]=[CH:41][C:20]([O:19][CH3:18])=[CH:21][CH:22]=2)=[CH:30][CH:29]=1. Reported procedure: To a stirred solution of 2′-deoxy-2′-methylthiouridine (1.09 g, 4 mmol) in dry pyridine (10 mL) was added 4,4′-dimethoxytritylchloride (1.69 g, 5 mmol) and 4-dimethylaminopyridine (50 mg) at room temperature. The solution was stirred for 12 hours and the reaction mixture quenched by adding MeOH (1 mL). The reaction mixture was concentrated under reduced pressure and the residue was dissolved in CH2Cl2 (100 mL), washed with saturated aqueous NaHCO3 (2×50 mL) and saturated aqueous NaCl (2×50 mL), ... Reactants: CCN(CCO)c1cccc(C)c1, CC(C)ON=O, O, O=S(=O)(O)O. Yields the product CCN(CCO)c1ccc(N=O)c(C)c1. Reaction SMILES: [CH2:1]([CH3:2])[N:3]([c:4]1[cH:5][c:6]([CH3:10])[cH:7][cH:8][cH:9]1)[CH2:11][CH2:12][OH:13].[N:19](=[O:20])[O:21][CH:22]([CH3:23])[CH3:24].[OH2:25].[S:14](=[O:15])(=[O:16])([OH:17])[OH:18]>>[CH2:1]([CH3:2])[N:3]([c:4]1[cH:5][c:6]([CH3:10])[c:7]([N:19]=[O:20])[cH:8][cH:9]1)[CH2:11][CH2:12][OH:13]. The reactants are C(C1=CC=CC=C1)(=O)C1=CC=CC=C1 (benzophenone), O (water), C(C)(C)(C)OC (methyl tert-butyl ether), C[O-].[Na+] (sodium methoxide), ClCC(=O)OC (methyl chloroacetate). Run at temperature -100 celsius. Yields the product OC(C(=O)O)C(C1=CC=CC=C1)(C1=CC=CC=C1)OC (2-Hydroxy-3-methoxy-3,3-diphenylpropionic acid). As a reaction SMILES: [C:1]([C:9]1[CH:14]=[CH:13][CH:12]=[CH:11][CH:10]=1)(=[O:8])[C:2]1[CH:7]=[CH:6][CH:5]=[CH:4][CH:3]=1.[CH3:15][O-:16].[Na+].ClC[C:20](OC)=[O:21].[OH2:24].[C:25](OC)(C)(C)C>>[OH:16][CH:15]([C:1]([O:8][CH3:25])([C:9]1[CH:14]=[CH:13][CH:12]=[CH:11][CH:10]=1)[C:2]1[CH:7]=[CH:6][CH:5]=[CH:4][CH:3]=1)[C:20]([OH:21])=[O:24] |f:1.2|. Reported procedure: 91.11 g (0.5 mol) of benzophenone and 45.92 g (0.85 mol) of sodium methoxide were suspended in 150 ml of methyl tert-butyl ether (MTB) at room temperature. After cooling to −100° C., 92.24 g (0.85 mol) of methyl chloroacetate were added in such a way that the internal temperature rose to 40° C. while continuing to cool in a bath at −10° C. The mixture was then stirred without cooling at the autogenous temperature for one hour. After addition of 250 ml of water and brief stirring, the aqueous pha... The reactants are C12(CCC(CC1)O2)CN2C[C@@H](CC2)NC(OC(C)(C)C)=O (tert-butyl [(3R)-1-(7-oxabicyclo[2.2.1]hept-1-ylmethyl)-3-pyrrolidinyl]carbamate), Cl.CCOC(=O)C (HCl AcOEt). Solvent: CCOC(=O)C (AcOEt). Conditions: time 5 hour. Product: Cl.Cl.C12(CCC(CC1)O2)CN2C[C@@H](CC2)N ((3R)-1-(7-oxabicyclo[2.2.1]hept-1-ylmethyl)-3-pyrrolidinamine dihydrochloride). RXN SMILES: [C:1]12([CH2:8][N:9]3[CH2:13][CH2:12][C@@H:11]([NH:14]C(=O)OC(C)(C)C)[CH2:10]3)[O:7][CH:4]([CH2:5][CH2:6]1)[CH2:3][CH2:2]2.[ClH:22].CCOC(C)=O>CCOC(C)=O>[ClH:22].[ClH:22].[C:1]12([CH2:8][N:9]3[CH2:13][CH2:12][C@@H:11]([NH2:14])[CH2:10]3)[O:7][CH:4]([CH2:5][CH2:6]1)[CH2:3][CH2:2]2 |f:1.2,4.5.6|. Procedure: To a solution of tert-butyl [(3R)-1-(7-oxabicyclo[2.2.1]hept-1-ylmethyl)-3-pyrrolidinyl]carbamate (377 mg) in AcOEt (3.8 mL) was added 4N HCl—AcOEt (3.2 mL), which was stirred at room temperature for 5 hours. The solvent was evaporated. The residue was dried to give (3R)-1-(7-oxabicyclo[2.2.1]hept-1-ylmethyl)-3-pyrrolidinamine dihydrochloride (370 mg) as an orange amorphous. The reactants are [Al+3], COC(=O)c1ccc(NC2CCN(C(=O)OC(C)(C)C)C2)nc1, C1CCOC1, [H-], [H-], [H-], [H-], [Li+], [Na+], [OH-], O. Yields the product CC(C)(C)OC(=O)N1CCC(Nc2ccc(CO)cn2)C1. Reaction SMILES: [Al+3:2].[C:7]([CH3:8])([CH3:9])([CH3:10])[O:11][C:12](=[O:13])[N:14]1[CH2:15][CH:16]([NH:19][c:20]2[n:21][cH:22][c:23]([C:24](=[O:25])[O:26][CH3:27])[cH:28][cH:29]2)[CH2:17][CH2:18]1.[CH2:33]1[O:34][CH2:35][CH2:36][CH2:37]1.[H-:1].[H-:4].[H-:5].[H-:6].[Li+:3].[Na+:32].[OH-:31].[OH2:30]>>[C:7]([CH3:8])([CH3:9])([CH3:10])[O:11][C:12](=[O:13])[N:14]1[CH2:15][CH:16]([NH:19][c:20]2[n:21][cH:22][c:23]([CH2:24][OH:25])[cH:28][cH:29]2)[CH2:17][CH2:18]1. The reactants are O=C(OCc1ccccc1)C1(N=C(c2ccccc2)c2ccccc2)CCOCC1, CCOCC, Cl. Product: NC1(C(=O)OCc2ccccc2)CCOCC1. As a reaction SMILES: [CH2:1]([c:2]1[cH:3][cH:4][cH:5][cH:6][cH:7]1)[O:8][C:9](=[O:10])[C:11]1([N:17]=[C:18]([c:19]2[cH:20][cH:21][cH:22][cH:23][cH:24]2)[c:25]2[cH:26][cH:27][cH:28][cH:29][cH:30]2)[CH2:12][CH2:13][O:14][CH2:15][CH2:16]1.[CH3:32][CH2:33][O:34][CH2:35][CH3:36].[ClH:31]>>[CH2:1]([c:2]1[cH:3][cH:4][cH:5][cH:6][cH:7]1)[O:8][C:9](=[O:10])[C:11]1([NH2:17])[CH2:12][CH2:13][O:14][CH2:15][CH2:16]1. Starting materials: C1(=CC=CC=C1)P(C1=CC=CC=C1)C1=CC=CC=C1 (triphenylphosphine), C(C)(C)(C)OC(=O)N1CCN(CC1)C1=CC=C(C=C1)O (4-(4-Hydroxy-phenyl)-piperazine-1-carboxylic acid tert-butyl ester), C(C)(C)(C)OC(=O)N1CCC(CC1)O (4-Hydroxy-piperidine-1-carboxylic acid tert-butyl ester), CC(C)(C)OC(=O)/N=N/C(=O)OC(C)(C)C (di-tert-butylazodicarboxylate). Run in C(Cl)Cl (DCM). Conditions: time 24 hour. Yields the product ethyl acetate hexanes, C(C)(C)(C)OC(=O)N1CCN(CC1)C1=CC=C(C=C1)OC1CCN(CC1)C(=O)OC(C)(C)C (4-[4-(1-tert-Butoxycarbonyl-piperidin-4-yloxy)-phenyl]-piperazine-1-carboxylic acid tert-butyl ester). Isolated yield 62.0%. RXN SMILES: [C:1]([O:5][C:6]([N:8]1[CH2:13][CH2:12][N:11]([C:14]2[CH:19]=[CH:18][C:17]([OH:20])=[CH:16][CH:15]=2)[CH2:10][CH2:9]1)=[O:7])([CH3:4])([CH3:3])[CH3:2].[C:21]([O:25][C:26]([N:28]1[CH2:33][CH2:32][CH:31](O)[CH2:30][CH2:29]1)=[O:27])([CH3:24])([CH3:23])[CH3:22].C1(P(C2C=CC=CC=2)C2C=CC=CC=2)C=CC=CC=1.CC(OC(/N=N/C(OC(C)(C)C)=O)=O)(C)C>C(Cl)Cl>[C:1]([O:5][C:6]([N:8]1[CH2:13][CH2:12][N:11]([C:14]2[CH:15]=[CH:16][C:17]([O:20][CH:31]3[CH2:32][CH2:33][N:28]([C:26]([O:25][C:21]([CH3:24])([CH3:23])[CH3:22])=[O:27])[CH2:29][CH2:30]3)=[CH:18][CH:19]=2)[CH2:10][CH2:9]1)=[O:7])([CH3:4])([CH3:2])[CH3:3]. Procedure details: A suspension of 4-(4-Hydroxy-phenyl)-piperazine-1-carboxylic acid tert-butyl ester (3.11 g), 4-Hydroxy-piperidine-1-carboxylic acid tert-butyl ester (3.51 g), and polymer supported triphenylphosphine (6.25 g; loading: 3 mmol/g) in DCM (100 mL) was treated with di-tert-butylazodicarboxylate (3.78 g). After 24 h, the resulting mixture was filtered, and the filtrate was evaporated. Chromatography of the residue (15–30% ethyl acetate/hexanes) gave the title compound as a white solid (3.20 g).